This data is from the Open Reaction Database (ORD), a public repository of structured organic reaction records. The task is: describe an organic reaction: reactants, conditions, products, and yield Reactants: COC(=O)c1cnc(S)n1Cc1cc(F)cc(F)c1, Cl, [Na+], [OH-], O. Yields the product O=C(O)c1cnc(S)n1Cc1cc(F)cc(F)c1. Reaction SMILES: [CH3:3][O:4][C:5](=[O:6])[c:7]1[cH:8][n:9][c:10]([SH:21])[n:11]1[CH2:12][c:13]1[cH:14][c:15]([F:20])[cH:16][c:17]([F:19])[cH:18]1.[ClH:22].[Na+:2].[OH-:1].[OH2:23]>>[O:4]=[C:5]([OH:6])[c:7]1[cH:8][n:9][c:10]([SH:21])[n:11]1[CH2:12][c:13]1[cH:14][c:15]([F:20])[cH:16][c:17]([F:19])[cH:18]1.